From a dataset of the Open Reaction Database (ORD), a public repository of structured organic reaction records. describe an organic reaction: reactants, conditions, products, and yield The reactants are ClC1=C(C=C(C=C1)NC(C1=C(N=C(C=C1)C(F)(F)F)C)=O)C1=NC2=C(N1)C=CC(=C2)[N+](=O)[O-] (N-[4-chloro-3-(5-nitro-1H-benzoimidazol-2-yl)-phenyl]-2-methyl-6-trifluoromethyl-nicotinamide). Reagents/catalysts: Cl (hydrochloric acid), [Pd] (palladium on charcoal). Run in C(C)O (ethanol). Reaction conditions: time 3 hour. Product: NC1=CC2=C(NC(=N2)C=2C=C(C=CC2Cl)NC(C2=C(N=C(C=C2)C(F)(F)F)C)=O)C=C1 (N-[3-(5-amino-1H-benzoimidazol-2-yl)-4-chloro-phenyl]-2-methyl-6-trifluoromethyl-nicotinamide). Yield: 98.7%. RXN SMILES: [Cl:1][C:2]1[CH:7]=[CH:6][C:5]([NH:8][C:9](=[O:21])[C:10]2[CH:15]=[CH:14][C:13]([C:16]([F:19])([F:18])[F:17])=[N:12][C:11]=2[CH3:20])=[CH:4][C:3]=1[C:22]1[NH:26][C:25]2[CH:27]=[CH:28][C:29]([N+:31]([O-])=O)=[CH:30][C:24]=2[N:23]=1>C(O)C.Cl.[Pd]>[NH2:31][C:29]1[CH:28]=[CH:27][C:25]2[NH:26][C:22]([C:3]3[CH:4]=[C:5]([NH:8][C:9](=[O:21])[C:10]4[CH:15]=[CH:14][C:13]([C:16]([F:17])([F:19])[F:18])=[N:12][C:11]=4[CH3:20])[CH:6]=[CH:7][C:2]=3[Cl:1])=[N:23][C:24]=2[CH:30]=1. Procedure details: N-[4-chloro-3-(5-nitro-1H-benzoimidazol-2-yl)-phenyl]-2-methyl-6-trifluoromethyl-nicotinamide (212 mg; 0.45 mmol) was dissolved in ethanol (4 ml) with 2 drops of concentrated hydrochloric acid. This was added to 5% palladium on charcoal (42 mg; 20 wt %) and the reaction stirred under an atmosphere of hydrogen for 3 hours. The catalyst was removed by filtering through celite and then the solvent by evaporation to leave N-[3-(5-amino-1H-benzoimidazol-2-yl)-4-chloro-phenyl]-2-methyl-6-trifluorometh... Starting materials: C(C1=CC=CC=C1)[C@@H]([C@@H](CCl)O)NC(OC(C)(C)C)=O (t-butyl [1(S)-benzyl-2(S)-hydroxy-3-chloropropyl]carbamate), C(C1=CC=CC=C1)[C@@H]([C@@H](CCl)O)NC(OC(C)(C)C)=O (t-butyl [1(S)-benzyl-2(S)-hydroxy-3-chloropropyl]carbamate), [OH-].[Na+] (sodium hydroxide). Run in CC(=O)C (acetone). Conditions: time 1 hour. Product: C(C1=CC=CC=C1)[C@@H]([C@H]1CO1)NC(OC(C)(C)C)=O (t-butyl [1(S)-benzyl-2(S),3-epoxypropyl]carbamate). As a reaction SMILES: [CH2:1]([C@H:8]([NH:13][C:14](=[O:20])[O:15][C:16]([CH3:19])([CH3:18])[CH3:17])[C@H:9]([OH:12])[CH2:10]Cl)[C:2]1[CH:7]=[CH:6][CH:5]=[CH:4][CH:3]=1.[OH-].[Na+]>CC(C)=O>[CH2:1]([C@H:8]([NH:13][C:14](=[O:20])[O:15][C:16]([CH3:19])([CH3:18])[CH3:17])[C@@H:9]1[O:12][CH2:10]1)[C:2]1[CH:7]=[CH:6][CH:5]=[CH:4][CH:3]=1 |f:1.2|. Reported procedure: A 0.976-g portion of the product obtained in Example 1, namely t-butyl [1(S)-benzyl-2(S)-hydroxy-3-chloropropyl]carbamate, was suspended in 8 ml of acetone, then 2 ml of 10% sodium hydroxide was added, and the mixture was stirred at room temperature for 1 hour. The aqueous layer was separated and the organic layer was concentrated to dryness to give t-butyl [1(S)-benzyl-2(S),3-epoxypropyl]carbamate. After purification by preparative TLC, the optical purity (99.8% ee) was confirmed using a chiral... The reactants are O=C1CCC(=O)N1Br, O=C(OOC(=O)c1ccccc1)c1ccccc1, Cc1cnc2sc(-c3ccccc3[N+](=O)[O-])nc2c1, ClC(Cl)(Cl)Cl. Product: O=[N+]([O-])c1ccccc1-c1nc2cc(CBr)cnc2s1. RXN SMILES: [Br:20][N:21]1[C:22](=[O:23])[CH2:24][CH2:25][C:26]1=[O:27].[C:28]([O:29][O:30][C:31](=[O:32])[c:33]1[cH:34][cH:35][cH:36][cH:37][cH:38]1)(=[O:39])[c:40]1[cH:41][cH:42][cH:43][cH:44][cH:45]1.[CH3:1][c:2]1[cH:3][c:4]2[c:5]([n:6][cH:7]1)[s:8][c:9](-[c:11]1[c:12]([N+:17](=[O:18])[O-:19])[cH:13][cH:14][cH:15][cH:16]1)[n:10]2.[Cl:46][C:47]([Cl:48])([Cl:49])[Cl:50]>>[CH2:1]([c:2]1[cH:3][c:4]2[c:5]([n:6][cH:7]1)[s:8][c:9](-[c:11]1[c:12]([N+:17](=[O:18])[O-:19])[cH:13][cH:14][cH:15][cH:16]1)[n:10]2)[Br:20].